From a dataset of the Open Reaction Database (ORD), a public repository of structured organic reaction records. describe an organic reaction: reactants, conditions, products, and yield Starting materials: NC1=NN(CC1C)C1=CC=CC=C1 (3-Amino-4-methyl-1-phenyl-2-pyrazoline), CI (methyl iodide). Yields the product [I-].NC1=N[N+](CC1C)(C1=CC=CC=C1)C (3-Amino-1,4-dimethyl-1-phenyl-2-pyrazolinium iodide). RXN SMILES: [NH2:1][C:2]1[CH:6]([CH3:7])[CH2:5][N:4]([C:8]2[CH:13]=[CH:12][CH:11]=[CH:10][CH:9]=2)[N:3]=1.[CH3:14][I:15]>>[I-:15].[NH2:1][C:2]1[CH:6]([CH3:7])[CH2:5][N+:4]([CH3:14])([C:8]2[CH:13]=[CH:12][CH:11]=[CH:10][CH:9]=2)[N:3]=1 |f:2.3|. Procedure details: A 6.0 g. amount of 3-amino-4-methyl-1-phenyl-2-pyrazoline (Example 4) and 12.0 ml. of methyl iodide is heated at reflux for 2 hours. The reaction mixture is cooled and filtered to collect 11.2 g. of crude product. The material is dissolved in water and recrystallized from 95% ethanol to give 4.5 g. of the product of the Example as colorless needles, m.p. 168.5°-170° C. The reactants are Cl(=O)[O-].[Na+] (sodium chlorite), C(C1=CC=CC=C1)OC1=C(C=C(C=O)C=C1)OC1CCCC1 (4-benzyloxy-3-cyclopentyloxybenzaldehyde), S(N)(O)(=O)=O (sulfamic acid), Cl(=O)[O-].[Na+] (sodium chlorite), S(N)(O)(=O)=O (sulfamic acid). The solvent is O (water), C(C)(=O)O (acetic acid), C(C)(=O)O (acetic acid). Reaction conditions: time 10 minute. The product is C1(CCCC1)OC=1C=C(C(=O)O)C=CC1OCC1=CC=CC=C1 (3-cyclopentyloxy-4-benzyloxybenzoic acid). As a reaction SMILES: [CH2:1]([O:8][C:9]1[CH:16]=[CH:15][C:12]([CH:13]=[O:14])=[CH:11][C:10]=1[O:17][CH:18]1[CH2:22][CH2:21][CH2:20][CH2:19]1)[C:2]1[CH:7]=[CH:6][CH:5]=[CH:4][CH:3]=1.S(=O)(=O)([OH:25])N.Cl([O-])=O.[Na+]>C(O)(=O)C.O>[CH:18]1([O:17][C:10]2[CH:11]=[C:12]([CH:15]=[CH:16][C:9]=2[O:8][CH2:1][C:2]2[CH:7]=[CH:6][CH:5]=[CH:4][CH:3]=2)[C:13]([OH:25])=[O:14])[CH2:22][CH2:21][CH2:20][CH2:19]1 |f:2.3|. Procedure details: A rapidly stirred solution of 4-benzyloxy-3-cyclopentyloxybenzaldehyde (10.5 g; that is prepared as described in Reference Example 37) in glacial acetic acid (100 mL) is treated with sulfamic acid (4.85 g) and stirred at room temperature for 10 minutes. The solution is then cooled in an ice bath and treated with a solution of sodium chlorite (4.2 g) in water (100 mL) during 15 minutes at 13°-15° C. During the addition a white precipitate forms and, because stirring becomes difficult, a further q...